Dataset: the Open Reaction Database (ORD), a public repository of structured organic reaction records. Task: describe an organic reaction: reactants, conditions, products, and yield Reactants: CO (MeOH), FC1=C(OC=2C3=C(N=CN2)C=CN3)C=CC(=C1)[N+](=O)[O-] (4-(2-Fluoro-4-nitrophenoxy)-5H-pyrrolo[3,2-d]pyrimidine), CN(C)C=O (DMF), Chloromethyl methyl ester, [H-].[Na+] (NaH). Reaction conditions: temperature 0 celsius, time 1 hour. The product is FC1=C(OC=2C3=C(N=CN2)C=CN3COC)C=CC(=C1)[N+](=O)[O-] (4-(2-Fluoro-4-nitrophenoxy)-5-(methoxymethyl)-5H-pyrrolo[3,2-d]pyrimidine). Isolated yield 49.0%. RXN SMILES: [F:1][C:2]1[CH:17]=[C:16]([N+:18]([O-:20])=[O:19])[CH:15]=[CH:14][C:3]=1[O:4][C:5]1[C:6]2[NH:13][CH:12]=[CH:11][C:7]=2[N:8]=[CH:9][N:10]=1.[H-].[Na+].[CH3:23]O.CN([CH:28]=[O:29])C>>[F:1][C:2]1[CH:17]=[C:16]([N+:18]([O-:20])=[O:19])[CH:15]=[CH:14][C:3]=1[O:4][C:5]1[C:6]2[N:13]([CH2:23][O:29][CH3:28])[CH:12]=[CH:11][C:7]=2[N:8]=[CH:9][N:10]=1 |f:1.2|. Procedure details: To a suspension of 243 (150 mg, 0.547 mmol in DMF (6 mL) was added NaH (66 mg, 1.64 mmol). and the reaction mixture was stirred at 0° C. for 1 hour. Chloromethyl methyl ester (132 mg, 1.641 mmol) was added drop wise and the mixture was stirred at room temperature over night. MeOH (2 mL) was added and the mixture was stirred for an additional hour and partitioned between EtOAc and water. The organic phase was collected, dried over anhydrous sodium sulfate and concentrated under reduced pressure t... The reactants are BrC=1C(N(C=CC1)CCCCCl)=O (3-bromo-1-(4-chlorobutyl)-2(1H)-pyridinone), C1(=CC=CC=C1)P(C1=CC=CC=C1)C1=CC=CC=C1 (triphenylphosphine), FC1=CC=C(C=N1)B(O)O ((6-fluoro-3-pyridinyl)boronic acid), C(=O)([O-])[O-].[K+].[K+] (K2CO3). The reagents and catalysts are C(C)(=O)[O-].[Pd+2].C(C)(=O)[O-] (palladium (II) acetate). Solvent: O1CCOCC1 (dioxane). Yields the product ClCCCCN1C(C(=CC=C1)C=1C=NC(=CC1)F)=O (1-(4-chlorobutyl)-6′-fluoro-3,3′-bipyridin-2(1H)-one). Yield: 82.0%. As a reaction SMILES: Br[C:2]1[C:3](=[O:13])[N:4]([CH2:8][CH2:9][CH2:10][CH2:11][Cl:12])[CH:5]=[CH:6][CH:7]=1.[F:14][C:15]1[N:20]=[CH:19][C:18](B(O)O)=[CH:17][CH:16]=1.C([O-])([O-])=O.[K+].[K+].C1(P(C2C=CC=CC=2)C2C=CC=CC=2)C=CC=CC=1>O1CCOCC1.C([O-])(=O)C.[Pd+2].C([O-])(=O)C>[Cl:12][CH2:11][CH2:10][CH2:9][CH2:8][N:4]1[CH:5]=[CH:6][CH:7]=[C:2]([C:18]2[CH:19]=[N:20][C:15]([F:14])=[CH:16][CH:17]=2)[C:3]1=[O:13] |f:2.3.4,7.8.9|. Procedure details: The title compound was prepared in 82% yield using a similar procedure as set out earlier in Prep8 starting from 3-bromo-1-(4-chlorobutyl)-2(1H)-pyridinone (Prep7) (400 mg, 1.51 mmol), (6-fluoro-3-pyridinyl)boronic acid (commercial Alfa Aesar) (426 mg, 3.02 mmol), K2CO3 (627 mg, 4.54 mmol), triphenylphosphine (200 mg, 0.75 mmol) and palladium (II) acetate (68 mg, 0.30 mmol) dissolved in dioxane (5 ml). Starting materials: C(C)(=O)OO.O[C@H]1[C@H](O)[C@@H](O)[C@H](O[C@H]2[C@H](O)[C@@H](O)[C@@H](O)[C@H](O2)CO)[C@H](O1)CO (β-lactose peracetate), C(C)S (ethanethiol), [OH-].[Na+] (NaOH), 50w, B(F)(F)F.CCOCC (BF3 Et2O). Run in C(Cl)Cl (CH2Cl2), C1(=CC=CC=C1)C.C(C)(=O)OCC (toluene ethyl acetate). Reaction conditions: time 2 hour. The product is [C@@H]1([C@H](O)[C@@H](O)[C@@H](O)[C@H](O1)CO)O[C@H]1[C@@H]([C@H]([C@H](SCC)O[C@@H]1CO)O)O (Ethyl 4-O-β-galactopyranosyl-1-thio-β-D-glucopyranoside). Reaction SMILES: C(OO)(=O)C.O[C@@H:7]1[O:26][C@H:25]([CH2:27][OH:28])[C@@H:12]([O:13][C@@H:14]2[O:22][C@H:21]([CH2:23][OH:24])[C@H:19]([OH:20])[C@H:17]([OH:18])[C@H:15]2[OH:16])[C@H:10]([OH:11])[C@H:8]1[OH:9].[CH2:29]([SH:31])[CH3:30].B(F)(F)F.CCOCC.[OH-].[Na+]>C1(C)C=CC=CC=1.C(OCC)(=O)C.C(Cl)Cl>[C@@H:14]1([O:13][C@@H:12]2[C@@H:25]([CH2:27][OH:28])[O:26][C@@H:7]([S:31][CH2:29][CH3:30])[C@H:8]([OH:9])[C@H:10]2[OH:11])[O:22][C@H:21]([CH2:23][OH:24])[C@H:19]([OH:20])[C@H:17]([OH:18])[C@H:15]1[OH:16] |f:0.1,3.4,5.6,7.8|. Procedure: To a mixture of β-lactose peracetate (50 g), ethanethiol (6.9 g, 822 ml) and 200 ml dry CH2Cl2 was added BF3 /Et2O (8.5 g, 7.3 ml) at RT. After 2 hours, TLC (toluene/ethyl acetate 2/3) showed no more reaction. The mixture was shaken with ca 500 ml 1M NaOH. The organic layer was directly evaporated and taken up in methanol (150 ml), then NaOMe in methanol (10 ml, 0.5M) was added and the mixture was stirred overnight at RT. The TLC (ethyl acetate/acetic acid/methanol/water 12/3/3/3) yields an Rf 0... Starting materials: COc1cccc(OC)c1CCl, CN(C)C=O, CC(=NO)c1cc(Cl)cc(C)n1, [H-], [Na+], O. The product is COc1cccc(OC)c1CON=C(C)c1cc(Cl)cc(C)n1. RXN SMILES: [CH3:15][O:16][c:17]1[c:18]([CH2:19][Cl:20])[c:21]([O:25][CH3:26])[cH:22][cH:23][cH:24]1.[CH3:28][N:29]([CH3:30])[CH:31]=[O:32].[Cl:1][c:2]1[cH:3][c:4]([C:9]([CH3:10])=[N:11][OH:12])[n:5][c:6]([CH3:8])[cH:7]1.[H-:13].[Na+:14].[OH2:27]>>[Cl:1][c:2]1[cH:3][c:4]([C:9]([CH3:10])=[N:11][O:12][CH2:19][c:18]2[c:17]([O:16][CH3:15])[cH:24][cH:23][cH:22][c:21]2[O:25][CH3:26])[n:5][c:6]([CH3:8])[cH:7]1. Reactants: O=C([O-])O, Cc1ccc([N+](=O)[O-])cc1CO, ClCCl, [Na+], BrP(Br)Br. The product is Cc1ccc([N+](=O)[O-])cc1CBr. Reaction SMILES: [C:17](=[O:18])([O-:19])[OH:20].[CH3:1][c:2]1[c:3]([CH2:11][OH:12])[cH:4][c:5]([N+:8](=[O:9])[O-:10])[cH:6][cH:7]1.[Cl:22][CH2:23][Cl:24].[Na+:21].[P:13]([Br:14])([Br:15])[Br:16]>>[CH3:1][c:2]1[c:3]([CH2:11][Br:14])[cH:4][c:5]([N+:8](=[O:9])[O-:10])[cH:6][cH:7]1. Reactants: BrC1=CC=C(S1)C(=O)OCC (ethyl 5-bromothiophene-2-carboxylate), ClC1=CC=C(C=C1)B(O)O (4-chlorophenylboronic acid). The reagents and catalysts are C=1C=CC(=CC1)[P](C=2C=CC=CC2)(C=3C=CC=CC3)[Pd]([P](C=4C=CC=CC4)(C=5C=CC=CC5)C=6C=CC=CC6)([P](C=7C=CC=CC7)(C=8C=CC=CC8)C=9C=CC=CC9)[P](C=1C=CC=CC1)(C=1C=CC=CC1)C=1C=CC=CC1 (tetrakis(triphenylphosphine)palladium(0)). Solvent: CN(C)C=O (DMF), C(=O)(O)[O-].[Na+] (NaHCO3), C(=O)(O)[O-].[Na+] (NaHCO3). Conditions: temperature 100 celsius, time 18 hour. Yields the product ClC1=CC=C(C=C1)C1=CC=C(S1)C(=O)OCC (ethyl 5-(4-chlorophenyl)thiophene-2-carboxylate). Isolated yield 92.7%. As a reaction SMILES: Br[C:2]1[S:6][C:5]([C:7]([O:9][CH2:10][CH3:11])=[O:8])=[CH:4][CH:3]=1.[Cl:12][C:13]1[CH:18]=[CH:17][C:16](B(O)O)=[CH:15][CH:14]=1>CN(C=O)C.C([O-])(O)=O.[Na+].C1C=CC([P]([Pd]([P](C2C=CC=CC=2)(C2C=CC=CC=2)C2C=CC=CC=2)([P](C2C=CC=CC=2)(C2C=CC=CC=2)C2C=CC=CC=2)[P](C2C=CC=CC=2)(C2C=CC=CC=2)C2C=CC=CC=2)(C2C=CC=CC=2)C2C=CC=CC=2)=CC=1>[Cl:12][C:13]1[CH:18]=[CH:17][C:16]([C:2]2[S:6][C:5]([C:7]([O:9][CH2:10][CH3:11])=[O:8])=[CH:4][CH:3]=2)=[CH:15][CH:14]=1 |f:3.4,^1:35,37,56,75|. Reported procedure: A mixture of ethyl 5-bromothiophene-2-carboxylate (1.0 g, 4.25 mmol), 4-chlorophenylboronic acid (0.998 g, 6.38 mmol), 2.0 M aq NaHCO3 (6.38 ml, 12.76 mmol) and tetrakis(triphenylphosphine)palladium(0) (0.492 g, 0.425 mmol) in DMF (40 ml) under nitrogen was stirred at 100° C. under nitrogen in a sealed tube for 18 hours as described in WO 2007/011284. The reaction was then cooled to RT, diluted with saturated aq NaHCO3 (40 ml) and extracted with EtOAc (40 ml). The EtOAc extracts were dried over ... Starting materials: ClC1=NC=CC(=N1)NC=1C=2C=NN(C2C=CC1)CC1=CC=C(C=C1)OC (N-(2-chloropyrimidin-4-yl)-1-(4-methoxybenzyl)-1H-indazol-4-amine), O1CCN(CC1)C1=NC(=CC(=C1)N)N1CCOCC1 (2,6-dimorpholinopyridin-4-amine), C1(=CC=CC=C1)OC (anisole). Reaction conditions: temperature 130 celsius. The product is O1CCN(CC1)C1=NC(=CC(=C1)NC1=NC=CC(=N1)NC1=C2C=NNC2=CC=C1)N1CCOCC1 (N2-(2,6-dimorpholinopyridin-4-yl)-N4-(1H-indazol-4-yl)pyrimidine-2,4-diamine). Yield: 34.5%. RXN SMILES: Cl[C:2]1[N:7]=[C:6]([NH:8][C:9]2[C:10]3[CH:11]=[N:12][N:13](CC4C=CC(OC)=CC=4)[C:14]=3[CH:15]=[CH:16][CH:17]=2)[CH:5]=[CH:4][N:3]=1.[O:27]1[CH2:32][CH2:31][N:30]([C:33]2[CH:38]=[C:37]([NH2:39])[CH:36]=[C:35]([N:40]3[CH2:45][CH2:44][O:43][CH2:42][CH2:41]3)[N:34]=2)[CH2:29][CH2:28]1.C1(OC)C=CC=CC=1>>[O:27]1[CH2:32][CH2:31][N:30]([C:33]2[CH:38]=[C:37]([NH:39][C:2]3[N:7]=[C:6]([NH:8][C:9]4[CH:17]=[CH:16][CH:15]=[C:14]5[C:10]=4[CH:11]=[N:12][NH:13]5)[CH:5]=[CH:4][N:3]=3)[CH:36]=[C:35]([N:40]3[CH2:41][CH2:42][O:43][CH2:44][CH2:45]3)[N:34]=2)[CH2:29][CH2:28]1. Reported procedure: N-(2-chloropyrimidin-4-yl)-1-(4-methoxybenzyl)-1H-indazol-4-amine (400 mg, 1.09 mmol) and 2,6-dimorpholinopyridin-4-amine (289 mg, 1.09 mmol) were reacted according to procedure of Example 1. After filtration of the solids and evaporation of the solvents, the resulting gum was dissolved in TFA (8.2 mL) and anisole (0.594 mL, 5.47 mmol) and sealed into a microwave tube. The reaction was heated to 130° C. over a period of 30 minutes in a Personal Chemistry EMRYS™ Optimizer EXP microwave synthesiso... The reactants are O=C(c1ccccc1)C1CCNCC1, O=C([O-])[O-], ClC(Cl)Cl, O=C(Cl)C(=O)Cl, [K+], [K+], O=C(Cl)C(=O)c1c[nH]c2ccccc12, c1ccc2[nH]ccc2c1. Yields the product O=C(C(=O)N1CCC(C(=O)c2ccccc2)CC1)c1c[nH]c2ccccc12. RXN SMILES: [C:30]([c:31]1[cH:32][cH:33][cH:34][cH:35][cH:36]1)(=[O:37])[CH:38]1[CH2:39][CH2:40][NH:41][CH2:42][CH2:43]1.[C:44](=[O:45])([O-:46])[O-:47].[CH:50]([Cl:51])([Cl:52])[Cl:53].[Cl:10][C:11]([C:12]([Cl:13])=[O:14])=[O:15].[K+:48].[K+:49].[nH:16]1[cH:17][c:18]([C:25]([C:26](=[O:27])[Cl:28])=[O:29])[c:19]2[cH:20][cH:21][cH:22][cH:23][c:24]12.[nH:1]1[c:2]2[c:3]([cH:4][cH:5][cH:6][cH:7]2)[cH:8][cH:9]1>>[nH:16]1[cH:17][c:18]([C:25]([C:26](=[O:27])[N:41]2[CH2:40][CH2:39][CH:38]([C:30]([c:31]3[cH:32][cH:33][cH:34][cH:35][cH:36]3)=[O:37])[CH2:43][CH2:42]2)=[O:29])[c:19]2[cH:20][cH:21][cH:22][cH:23][c:24]12.